Dataset: the Open Reaction Database (ORD), a public repository of structured organic reaction records. Task: describe an organic reaction: reactants, conditions, products, and yield Reactants: C(C)OC(CC(C[N+](=O)[O-])C1=CC(=CC=C1)OCC1=CC=CC=C1)=O (3-(3-benzyloxyphenyl)-4-nitrobutyric acid ethyl ester). The reagents and catalysts are [Ni] (Ni). The solvent is CCOC(=O)C (EtOAc), CCO (EtOH). Conditions: time 10 hour. The product is C(C1=CC=CC=C1)OC=1C=C(C=CC1)C1CC(NC1)=O (4-(3-benzyloxyphenyl)-pyrrolidin-2-one). The yield is 75.9%. Reaction SMILES: C([O:3][C:4](=O)[CH2:5][CH:6]([C:11]1[CH:16]=[CH:15][CH:14]=[C:13]([O:17][CH2:18][C:19]2[CH:24]=[CH:23][CH:22]=[CH:21][CH:20]=2)[CH:12]=1)[CH2:7][N+:8]([O-])=O)C>CCOC(C)=O.CCO.[Ni]>[CH2:18]([O:17][C:13]1[CH:12]=[C:11]([CH:6]2[CH2:7][NH:8][C:4](=[O:3])[CH2:5]2)[CH:16]=[CH:15][CH:14]=1)[C:19]1[CH:24]=[CH:23][CH:22]=[CH:21][CH:20]=1. Procedure: A mixture of 3-(3-benzyloxyphenyl)-4-nitrobutyric acid ethyl ester (3.2 g) in 10 mL EtOAc and 20 mL EtOH was created in a dry round bottom flask. Raney Ni was added and the resulting mixture was stirred under H2 for 10 h at r.t. and filtered through celite. The solution was heated under reflux for 40 h, cooled to r.t., and concentrated. Chromatography of the residue on silica gel (EtOAc:Hexane=1:1 to 3:1) gave 1.89 g of the desired product. Reactants: CCO, [Cl-], CC(F)(F)CCCCn1ccc([N+](=O)[O-])n1, [Fe], N#N, [NH4+], O. Product: CC(F)(F)CCCCn1ccc(N)n1. RXN SMILES: [CH3:21][CH2:22][OH:23].[Cl-:19].[F:3][C:4]([CH2:5][CH2:6][CH2:7][CH2:8][n:9]1[n:10][c:11]([N+:14]([O-:15])=[O:16])[cH:12][cH:13]1)([CH3:17])[F:18].[Fe:25].[N:1]#[N:2].[NH4+:20].[OH2:24]>>[F:3][C:4]([CH2:5][CH2:6][CH2:7][CH2:8][n:9]1[n:10][c:11]([NH2:14])[cH:12][cH:13]1)([CH3:17])[F:18]. Starting materials: C(C)(C)(C)OC(=O)N1C[C@H](CC1)C(=O)O ((S)pyrrolidine-1,3-dicarboxylic acid tert butyl ester), NC=1C=C(C=C(C1)S(=O)(=O)C)NC1=NC=2N(CC(N(C2C=N1)C)=O)C(C)C (2-(3-amino-5-(methylsulfonyl)-phenylamino)-8-isopropyl-5-methyl-7,8-dihydro-5H-pteridin-6-one). Yields the product C(C)(C)(C)OC(=O)N1C[C@H](CC1)C(NC1=CC(=CC(=C1)S(=O)(=O)C)NC1=NC=2N(CC(N(C2C=N1)C)=O)C(C)C)=O ((S)-3-[3-(8-isopropyl-5-methyl-6-oxo-5,6,7,8-tetrahydro-pteridin-2-ylamino)-5-(methylsulfonyl)-phenylcarbamoyl]-pyrrolidine-1-carboxylic acid tert-butyl ester). Yield: 32.0%. As a reaction SMILES: [C:1]([O:5][C:6]([N:8]1[CH2:12][CH2:11][C@H:10]([C:13]([OH:15])=O)[CH2:9]1)=[O:7])([CH3:4])([CH3:3])[CH3:2].[NH2:16][C:17]1[CH:18]=[C:19]([NH:27][C:28]2[N:37]=[CH:36][C:35]3[N:34]([CH3:38])[C:33](=[O:39])[CH2:32][N:31]([CH:40]([CH3:42])[CH3:41])[C:30]=3[N:29]=2)[CH:20]=[C:21]([S:23]([CH3:26])(=[O:25])=[O:24])[CH:22]=1>>[C:1]([O:5][C:6]([N:8]1[CH2:12][CH2:11][C@H:10]([C:13](=[O:15])[NH:16][C:17]2[CH:22]=[C:21]([S:23]([CH3:26])(=[O:24])=[O:25])[CH:20]=[C:19]([NH:27][C:28]3[N:37]=[CH:36][C:35]4[N:34]([CH3:38])[C:33](=[O:39])[CH2:32][N:31]([CH:40]([CH3:42])[CH3:41])[C:30]=4[N:29]=3)[CH:18]=2)[CH2:9]1)=[O:7])([CH3:2])([CH3:3])[CH3:4]. Procedure details: The (S)-enantiomer was prepared with the same procedure used for the (R)-enantiomer and described in Scheme 12 starting from (S)pyrrolidine-1,3-dicarboxylic acid tert butyl ester (33 mg; 0.154 mmol) and 2-(3-amino-5-(methylsulfonyl)-phenylamino)-8-isopropyl-5-methyl-7,8-dihydro-5H-pteridin-6-one (40 mg; 0.102 mmol), 19 mg (0.032 mmol; 32% yield) of the desired compound were obtained.